This data is from the Open Reaction Database (ORD), a public repository of structured organic reaction records. The task is: describe an organic reaction: reactants, conditions, products, and yield The reactants are [I-].CC(C)(C)C1=CC=2C=CC=3N(C2C=C1)C1=[N+](C=2C=CC(=CC2C=C1)F)C3 (10-(1,1-dimethylethyl)-3-fluoroimidazo-[1,2-a:3,4-a']diquinolin-15-ium iodide), CN(N)C (1,1-dimethylhydrazine), CN1C(CCC1)=O (N-methyl-2-pyrrolidinone). Solvent: C(C)(=O)OCC (ethyl acetate). The product is [I-].CC(C)(C)C1=CC=2C=CC=3N(C2C=C1)C1=[N+](C=2C=CC(=CC2C=C1)NN(C)C)C3 (10-(1,1-Dimethylethyl)-3-(2,2-dimethylhydrazino)imidazo[1,2-a:3,4-a']diquinolin-15-ium Iodide). Reaction SMILES: [I-:1].[CH3:2][C:3]([C:6]1[CH:15]=[CH:14][C:13]2[N:12]3[C:16]4[CH:25]=[CH:24][C:23]5[CH:22]=[C:21](F)[CH:20]=[CH:19][C:18]=5[N+:17]=4[CH:27]=[C:11]3[CH:10]=[CH:9][C:8]=2[CH:7]=1)([CH3:5])[CH3:4].[CH3:28][N:29]([CH3:31])[NH2:30].CN1CCCC1=O>C(OCC)(=O)C>[I-:1].[CH3:2][C:3]([C:6]1[CH:15]=[CH:14][C:13]2[N:12]3[C:16]4[CH:25]=[CH:24][C:23]5[CH:22]=[C:21]([NH:30][N:29]([CH3:31])[CH3:28])[CH:20]=[CH:19][C:18]=5[N+:17]=4[CH:27]=[C:11]3[CH:10]=[CH:9][C:8]=2[CH:7]=1)([CH3:5])[CH3:4] |f:0.1,5.6|. Procedure: A mixture of 1.46 g. of 10-(1,1-dimethylethyl)-3-fluoroimidazo-[1,2-a:3,4-a']diquinolin-15-ium iodide, 1.64 ml. of 1,1-dimethylhydrazine and 25 ml. of N-methyl-2-pyrrolidinone is heated at reflux for 15 hours, then cooled and diluted with 300 ml. of ethyl acetate. The precipitate is collected and stirred with 1% aqueous triethylamine hydroiodide. The solid is collected, washed with water and dissolved in 150 ml. of hot methanol. The methanol solution is treated with activated charcoal, filtered,... Starting materials: ClCCl, COc1ccc(-c2cc(CCC=O)on2)cc1OC, COc1ccccc1N1CCNCC1. The product is COc1ccc(-c2cc(CCCN3CCN(c4ccccc4OC)CC3)on2)cc1OC. Reaction SMILES: [CH2:34]([Cl:35])[Cl:36].[CH3:1][O:2][c:3]1[cH:4][c:5](-[c:11]2[n:12][o:13][c:14]([CH2:16][CH2:17][CH:18]=[O:19])[cH:15]2)[cH:6][cH:7][c:8]1[O:9][CH3:10].[CH3:20][O:21][c:22]1[c:23]([N:28]2[CH2:29][CH2:30][NH:31][CH2:32][CH2:33]2)[cH:24][cH:25][cH:26][cH:27]1>>[CH3:1][O:2][c:3]1[cH:4][c:5](-[c:11]2[n:12][o:13][c:14]([CH2:16][CH2:17][CH2:18][N:31]3[CH2:30][CH2:29][N:28]([c:23]4[c:22]([O:21][CH3:20])[cH:27][cH:26][cH:25][cH:24]4)[CH2:33][CH2:32]3)[cH:15]2)[cH:6][cH:7][c:8]1[O:9][CH3:10]. Starting materials: O.O.O.O.O.O.O.O.O.O.S(=O)(=O)([O-])[O-].[Na+].[Na+] (sodium sulfate decahydrate), BrC1=CC=C(C=C1)S(=O)(=O)N1C(=CC2=CC=CC=C12)C(=O)OCC (ethyl 1-[(4-bromophenyl)sulfonyl]-1H-indole-2-carboxylate), [H-].C1(=CC=CC=C1)C (hydride toluene), S(=O)(=O)([O-])[O-].[Na+].[Na+] (sodium sulfate). Solvent: CO (methanol), C1CCOC1 (THF), C(C)(=O)OCC (ethyl acetate). Reaction conditions: temperature -70 celsius. The product is BrC1=CC=C(C=C1)S(=O)(=O)N1C(=CC2=CC=CC=C12)CO ({1-[(4-bromophenyl)sulfonyl]-1H-indol-2-yl}methanol). Isolated yield 77.2%. As a reaction SMILES: [Br:1][C:2]1[CH:7]=[CH:6][C:5]([S:8]([N:11]2[C:19]3[C:14](=[CH:15][CH:16]=[CH:17][CH:18]=3)[CH:13]=[C:12]2[C:20](OCC)=[O:21])(=[O:10])=[O:9])=[CH:4][CH:3]=1.[H-].C1(C)C=CC=CC=1.O.O.O.O.O.O.O.O.O.O.S([O-])([O-])(=O)=O.[Na+].[Na+].S([O-])([O-])(=O)=O.[Na+].[Na+]>C1COCC1.C(OCC)(=O)C.CO>[Br:1][C:2]1[CH:7]=[CH:6][C:5]([S:8]([N:11]2[C:19]3[C:14](=[CH:15][CH:16]=[CH:17][CH:18]=3)[CH:13]=[C:12]2[CH2:20][OH:21])(=[O:9])=[O:10])=[CH:4][CH:3]=1 |f:1.2,3.4.5.6.7.8.9.10.11.12.13.14.15,16.17.18|. Procedure: To a solution of 1.4 g of ethyl 1-[(4-bromophenyl)sulfonyl]-1H-indole-2-carboxylate in 10 mL of THF, 7.6 mL of diisobutylalminum hydride-toluene solution was added at a temperature of −60° C. or lower, and the resulting mixture was stirred under cooling in a dry ice-acetone bath for 5 hours and under ice cooling for 2 hours. After the solution was cooled to −70° C., 5 g of sodium sulfate decahydrate and 5 mL of methanol were added, the resulting mixture was warmed to room temperature, 50 mL of e... Product: COC1=C(CN2C=C(C(C3=CC(=C(N=C23)C=2OC=CC2)F)=O)C(=O)O)C=CC(=C1)OC (1-(2,4-dimethoxybenzyl)-6-fluoro-7-(2-furyl)-4-oxo-1,4-dihydro-1,8-naphthyridine-3-carboxylic acid). Procedure: A solution of EXAMPLE 30A (166 mg) in THF (8 mL) was treated with lithium hydroxide monohydrate (155 mg) in water (7.4 mL), stirred at ambient temperature for 3 hours, diluted with 10% ammonium chloride (20 mL), adjusted to pH 3 with 1M HCl, and extracted with dichloromethane. The extract was dried (Na2SO4), filtered, and concentrated. As a reaction SMILES: [CH3:1][O:2][C:3]1[CH:31]=[C:30]([O:32][CH3:33])[CH:29]=[CH:28][C:4]=1[CH2:5][N:6]1[C:15]2[C:10](=[CH:11][C:12]([F:21])=[C:13]([C:16]3[O:17][CH:18]=[CH:19][CH:20]=3)[N:14]=2)[C:9](=[O:22])[C:8]([C:23]([O:25]CC)=[O:24])=[CH:7]1.O.[OH-].[Li+].Cl>C1COCC1.O.[Cl-].[NH4+]>[CH3:1][O:2][C:3]1[CH:31]=[C:30]([O:32][CH3:33])[CH:29]=[CH:28][C:4]=1[CH2:5][N:6]1[C:15]2[C:10](=[CH:11][C:12]([F:21])=[C:13]([C:16]3[O:17][CH:18]=[CH:19][CH:20]=3)[N:14]=2)[C:9](=[O:22])[C:8]([C:23]([OH:25])=[O:24])=[CH:7]1 |f:1.2.3,7.8|. Solvent: [Cl-].[NH4+] (ammonium chloride), C1CCOC1 (THF), O (water). The reactants are Cl (HCl), COC1=C(CN2C=C(C(C3=CC(=C(N=C23)C=2OC=CC2)F)=O)C(=O)OCC)C=CC(=C1)OC (ethyl 1-(2,4-dimethoxybenzyl)-6-fluoro-7-(2-furyl)-4-oxo-1,4-dihydro-1,8-naphthyridine-3-carboxylate), O.[OH-].[Li+] (lithium hydroxide monohydrate). Conditions: time 3 hour. Reactants: NCCC[C@@H]1CN(C(O1)=O)C=1C=CC2=C(NC(CS2)=O)C1 (6-[(R)-5-(3-amino-propyl)-2-oxo-oxazolidin-3-yl]-4H-benzo[1,4]thiazin-3-one), C(CC)N1C=2C(C(=O)OC1=O)=CC=CC2 (N-propylisatoic anhydride). The product is O=C1O[C@@H](CN1C=1C=CC2=C(NC(CS2)=O)C1)CCCNC(C1=C(C=CC=C1)NCCC)=O (N-{3-[(R)-2-oxo-3-(3-oxo-3,4-dihydro-2H-benzo[1,4]thiazin-6-yl)-oxazolidin-5-yl]-propyl}-2-propylamino-benzamide). Isolated yield 67.0%. As a reaction SMILES: [NH2:1][CH2:2][CH2:3][CH2:4][C@H:5]1[O:9][C:8](=[O:10])[N:7]([C:11]2[CH:12]=[CH:13][C:14]3[S:19][CH2:18][C:17](=[O:20])[NH:16][C:15]=3[CH:21]=2)[CH2:6]1.[CH2:22]([N:25]1C(=O)O[C:28](=[O:29])[C:27]2=[CH:33][CH:34]=[CH:35][CH:36]=[C:26]12)[CH2:23][CH3:24]>>[O:10]=[C:8]1[N:7]([C:11]2[CH:12]=[CH:13][C:14]3[S:19][CH2:18][C:17](=[O:20])[NH:16][C:15]=3[CH:21]=2)[CH2:6][C@@H:5]([CH2:4][CH2:3][CH2:2][NH:1][C:28](=[O:29])[C:27]2[CH:33]=[CH:34][CH:35]=[CH:36][C:26]=2[NH:25][CH2:22][CH2:23][CH3:24])[O:9]1. Procedure details: Starting from 6-[(R)-5-(3-amino-propyl)-2-oxo-oxazolidin-3-yl]-4H-benzo[1,4]thiazin-3-one (described in WO 2010/041219) and N-propylisatoic anhydride and using Procedure A, the title compound was obtained as a beige solid (77 mg; 67% yield). Starting materials: O=C(c1ccc(Cl)cc1)c1cc2ccccc2cn1, ClCCl, Cc1ccc(S(=O)(=O)ON)cc1. The product is N[n+]1cc2ccccc2cc1C(=O)c1ccc(Cl)cc1, Cc1ccc(S(=O)(=O)[O-])cc1. Reaction SMILES: [Cl:1][c:2]1[cH:3][cH:4][c:5]([C:6](=[O:7])[c:8]2[n:9][cH:10][c:11]3[cH:12][cH:13][cH:14][cH:15][c:16]3[cH:17]2)[cH:18][cH:19]1.[Cl:32][CH2:33][Cl:34].[c:20]1([CH3:31])[cH:21][cH:22][c:23]([S:26](=[O:27])(=[O:28])[O:29][NH2:30])[cH:24][cH:25]1>>[Cl:1][c:2]1[cH:3][cH:4][c:5]([C:6](=[O:7])[c:8]2[n+:9]([NH2:30])[cH:10][c:11]3[cH:12][cH:13][cH:14][cH:15][c:16]3[cH:17]2)[cH:18][cH:19]1.[c:20]1([CH3:31])[cH:21][cH:22][c:23]([S:26](=[O:27])(=[O:28])[O-:29])[cH:24][cH:25]1.